Dataset: the Open Reaction Database (ORD), a public repository of structured organic reaction records. Task: describe an organic reaction: reactants, conditions, products, and yield Reactants: COC1=NC=CC=C1CC=O (2-(2-methoxy-3-pyridyl)acetaldehyde), C([O-])(O)=O.[Na+] (sodium bicarbonate), FC=1C=C(CNC(CC2NCCCC2)=O)C=CC1 (N1-(3-fluorobenzyl)-2-(2-piperidyl)acetamide), C(C)(=O)O[BH-](OC(C)=O)OC(C)=O.[Na+] (sodium triacetoxyborohydride). The solvent is C1CCOC1 (THF), C(C)(=O)O (acetic acid). Reaction conditions: time 1 hour. Yields the product FC=1C=C(CNC(CC2N(CCCC2)CCC=2C(=NC=CC2)OC)=O)C=CC1 (N1-(3-Fluorobenzyl)-2-[1-[2-(2-methoxy-3-pyridyl)ethyl]-2-piperidyl]acetamide). Yield: 72.5%. RXN SMILES: [CH3:1][O:2][C:3]1[C:8]([CH2:9][CH:10]=O)=[CH:7][CH:6]=[CH:5][N:4]=1.[F:12][C:13]1[CH:14]=[C:15]([CH:27]=[CH:28][CH:29]=1)[CH2:16][NH:17][C:18](=[O:26])[CH2:19][CH:20]1[CH2:25][CH2:24][CH2:23][CH2:22][NH:21]1.C(O[BH-](OC(=O)C)OC(=O)C)(=O)C.[Na+].C(=O)(O)[O-].[Na+]>C1COCC1.C(O)(=O)C>[F:12][C:13]1[CH:14]=[C:15]([CH:27]=[CH:28][CH:29]=1)[CH2:16][NH:17][C:18](=[O:26])[CH2:19][CH:20]1[CH2:25][CH2:24][CH2:23][CH2:22][N:21]1[CH2:10][CH2:9][C:8]1[C:3]([O:2][CH3:1])=[N:4][CH:5]=[CH:6][CH:7]=1 |f:2.3,4.5|. Reported procedure: 200 mg of 2-(2-methoxy-3-pyridyl)acetaldehyde, 400 mg of N1-(3-fluorobenzyl)-2-(2-piperidyl)acetamide, 440 mg of sodium triacetoxyborohydride and 0.12 ml of acetic acid were suspended in THF, followed by stirring at room temperature for 1 hour. An aqueous sodium bicarbonate was added thereto, and the mixture was extracted with ethyl acetate. The extract was dried over sodium sulfate. After filtering off the drying agent, the solvent was evaporated. The residue was purified by silica gel column c... The reactants are C(C1=CC=CC=C1)OC=1C=C2C(CC(OC2=CC1)(C)C)NS(=O)(=O)C (6-benzyloxy-4-(methylsulfonyl)amino-2,2-dimethylchroman), [H-].[Na+] (sodium hydride), CI (methyl iodide). Run in CC(=O)N(C)C (DMA). Run at time 2 hour. Yields the product C(C1=CC=CC=C1)OC=1C=C2C(CC(OC2=CC1)(C)C)N(S(=O)(=O)C)C (N-[6-Benzyloxy-2,2-dimethylchroman-4-yl]-N-methylmethanesulfonamide). As a reaction SMILES: [CH2:1]([O:8][C:9]1[CH:10]=[C:11]2[C:16](=[CH:17][CH:18]=1)[O:15][C:14]([CH3:20])([CH3:19])[CH2:13][CH:12]2[NH:21][S:22]([CH3:25])(=[O:24])=[O:23])[C:2]1[CH:7]=[CH:6][CH:5]=[CH:4][CH:3]=1.[H-].[Na+].[CH3:28]I>CC(N(C)C)=O>[CH2:1]([O:8][C:9]1[CH:10]=[C:11]2[C:16](=[CH:17][CH:18]=1)[O:15][C:14]([CH3:20])([CH3:19])[CH2:13][CH:12]2[N:21]([CH3:28])[S:22]([CH3:25])(=[O:23])=[O:24])[C:2]1[CH:3]=[CH:4][CH:5]=[CH:6][CH:7]=1 |f:1.2|. Procedure: 8.9 g (25 mmol) of 6-benzyloxy-4-(methylsulfonyl)amino-2,2-dimethylchroman (Ex. 1 e) were introduced in portions at 10° C. into a suspension of 1.2 g (30 mmol) of sodium hydride (60 percent dispersion) in 75 ml of DMA. After stirring at RT for 2 h, 1.9 ml (30 mmol) of methyl iodide were added dropwise, the temperature rising to 50° C. The mixture was then heated to 50° C. for 2 h, concentrated in vac., the residue was treated with water, the resinous product was taken up with EA, the solution wa... Reaction SMILES: [OH-].[K+].[CH3:3][C:4]1[N:5]=[N:6][S:7][C:8]=1[C:9]([NH:11][NH2:12])=[O:10].[C:13](=S)=[S:14]>O.C(O)C>[SH:14][C:13]1[O:10][C:9]([C:8]2[S:7][N:6]=[N:5][C:4]=2[CH3:3])=[N:11][N:12]=1 |f:0.1|. The reactants are [OH-].[K+] (potassium hydroxide), CC=1N=NSC1C(=O)NN (4-methyl-1,2,3-thiadiazole-5-carbohydrazide), C(=S)=S (carbon disulfide). Procedure: A solution of 0.3 g of potassium hydroxide in 1 ml water and 0.6 ml of carbon disulfide were successively added to a solution of 1.1 g (7.2 mmol) of 4-methyl-1,2,3-thiadiazole-5-carbohydrazide in 15 ml ethanol. The mixture was stirred for 6.5 hours with heating under reflux. After the reaction was completed, the solvent was distilled off under reduced pressure, water was added to the residue, acetic acid was added for the sake of acidification, and the deposited crystalline product was collected... Yields the product SC1=NN=C(O1)C1=C(N=NS1)C (5-(5-mercapto-1,3,4-oxadiazol-2-yl)-4-methyl-1,2,3-thiadiazole). Run in O (water), C(C)O (ethanol). Run at time 6.5 hour. Isolated yield 59.0%. Starting materials: CC=1N=C(N2C(NN=CC21)=S)C2=CC=CC=C2 (8-methyl-6-phenyl-imidazo-[1,5-d]-as-triazine-4(3H)-thione), C=1C=2N(C(NN1)=S)C=NC2 (imidazo[1,5-d]-as-triazine-4(3H)-thione). Yields the product CC=1N=C(N2C(=NN=CC21)SC)C2=CC=CC=C2 (8-Methyl-6-phenyl-4-methylthio-imidazo[1,5-d]-as-triazine). As a reaction SMILES: [CH3:1][C:2]1[N:3]=[C:4]([C:12]2[CH:17]=[CH:16][CH:15]=[CH:14][CH:13]=2)[N:5]2[C:10]=1[CH:9]=[N:8][NH:7][C:6]2=[S:11].[CH:18]1C2N(C=NC=2)C(=S)NN=1>>[CH3:1][C:2]1[N:3]=[C:4]([C:12]2[CH:13]=[CH:14][CH:15]=[CH:16][CH:17]=2)[N:5]2[C:10]=1[CH:9]=[N:8][N:7]=[C:6]2[S:11][CH3:18]. Reported procedure: The procedure of Example 29 is repeated substituting an equimolar amount of 8-methyl-6-phenyl-imidazo-[1,5-d]-as-triazine-4(3H)-thione for the imidazo[1,5-d]-as-triazine-4(3H)-thione employed in that example. There is thus obtained the title compound in equally good yield. Reported procedure: To a solution of 2.03 g (11.6 mmol) of 4-chloro-2-fluoro-nitrobenzene in DMF (12.0 mL) at rt was added 2.00 g (11.6 mmol) of ethyl 4-amino-1-piperidinecarboxylate. A yellow precipitate formed within 30 min and the reaction was further diluted with DMF (12.0 mL) and CH2Cl2 (5.0 mL) and was shaken at 300 RPM overnight. The solvent was removed under reduced pressure and the resulting solid was dried under vacuum. The crude product was purified by flash chromatography (silica, 0-5% MeOH/CH2Cl2) to a... Run in CN(C)C=O (DMF), C(Cl)Cl (CH2Cl2), CN(C)C=O (DMF). The reactants are ClC1=CC(=C(C=C1)[N+](=O)[O-])F (4-chloro-2-fluoro-nitrobenzene), NC1CCN(CC1)C(=O)OCC (ethyl 4-amino-1-piperidinecarboxylate). As a reaction SMILES: [Cl:1][C:2]1[CH:7]=[CH:6][C:5]([N+:8]([O-:10])=[O:9])=[C:4](F)[CH:3]=1.[NH2:12][CH:13]1[CH2:18][CH2:17][N:16]([C:19]([O:21][CH2:22][CH3:23])=[O:20])[CH2:15][CH2:14]1>CN(C=O)C.C(Cl)Cl>[CH2:22]([O:21][C:19]([N:16]1[CH2:15][CH2:14][CH:13]([NH:12][C:4]2[CH:3]=[C:2]([Cl:1])[CH:7]=[CH:6][C:5]=2[N+:8]([O-:10])=[O:9])[CH2:18][CH2:17]1)=[O:20])[CH3:23]. Yields the product C(C)OC(=O)N1CCC(CC1)NC1=C(C=CC(=C1)Cl)[N+](=O)[O-] (4-(5-Chloro-2-nitro-phenylamino)-piperidine-1-carboxylic acid ethyl ester). Run at time 8 hour. Isolated yield 74.4%.